From a dataset of the Open Reaction Database (ORD), a public repository of structured organic reaction records. describe an organic reaction: reactants, conditions, products, and yield The reactants are O=C1C2CCC(C1)C2C2=NC=1N(C(N(C(C1N2)=O)CCC)=O)CCC (8-(2-Oxo-bicyclo[2.2.1]hept-7-yl)-1,3-dipropyl-3,7-dihydro-purine-2,6-dione), [BH4-].[Na+] (NaBH4). Run in CO (MeOH). The product is OC1C2CCC(C1)C2C2=NC=1N(C(N(C(C1N2)=O)CCC)=O)CCC (8-(2-Hydroxy-bicyclo[2.2.1]hept-7-yl)-1,3-dipropyl-3,7-dihydro-purine-2,6-dione). RXN SMILES: [O:1]=[C:2]1[CH2:7][CH:6]2[CH:8]([C:9]3[NH:17][C:16]4[C:15](=[O:18])[N:14]([CH2:19][CH2:20][CH3:21])[C:13](=[O:22])[N:12]([CH2:23][CH2:24][CH3:25])[C:11]=4[N:10]=3)[CH:3]1[CH2:4][CH2:5]2.[BH4-].[Na+]>CO>[OH:1][CH:2]1[CH2:7][CH:6]2[CH:8]([C:9]3[NH:17][C:16]4[C:15](=[O:18])[N:14]([CH2:19][CH2:20][CH3:21])[C:13](=[O:22])[N:12]([CH2:23][CH2:24][CH3:25])[C:11]=4[N:10]=3)[CH:3]1[CH2:4][CH2:5]2 |f:1.2|. Procedure: 8-(2-Oxo-bicyclo[2.2.1]hept-7-yl)-1,3-dipropyl-3,7-dihydro-purine-2,6-dione (200 mg) was reduced using NaBH4 (44 mg) in MeOH (10 ml). Yield 120 mg. Mass (ES+ 347). RXN SMILES: [C:1]([CH3:2])([CH3:3])([CH3:4])[O:5][C:6](=[O:7])[N:8]1[CH2:9][CH2:10][CH:11]([O:14][c:15]2[c:16]([C:17](=[O:18])[O:19][CH3:20])[cH:21][cH:22][c:23]([N:25]3[CH2:26][CH2:27][CH2:28][CH2:29]3)[cH:24]2)[CH2:12][CH2:13]1.[CH2:34]1[O:35][CH2:36][CH2:37][CH2:38]1.[CH3:32][OH:33].[Li+:31].[OH-:30]>>[C:1]([CH3:2])([CH3:3])([CH3:4])[O:5][C:6](=[O:7])[N:8]1[CH2:9][CH2:10][CH:11]([O:14][c:15]2[c:16]([C:17](=[O:18])[OH:19])[cH:21][cH:22][c:23]([N:25]3[CH2:26][CH2:27][CH2:28][CH2:29]3)[cH:24]2)[CH2:12][CH2:13]1. The reactants are COC(=O)c1ccc(N2CCCC2)cc1OC1CCN(C(=O)OC(C)(C)C)CC1, C1CCOC1, CO, [Li+], [OH-]. The product is CC(C)(C)OC(=O)N1CCC(Oc2cc(N3CCCC3)ccc2C(=O)O)CC1. Procedure: To a solution of 80 mg (0.16 mmol) of N2-[2-(3-bromopropoxy)-4-chlorophenyl]-1-methyl-N7,N7-dipropyl-1H-benzimidazole-2,7-diamine in 2 mL of dimethylsulfoxide was added 13 mg (0.19 mmol) of potassium cyanide. The reaction was stirred at room temperature for several hours, diluted with 10 mL water, and extracted twice with 10 mL ethyl acetate. The organics were washed with water, dried over sodium sulfate, filtered, concentrated in vacuo, and purified by flash chromatography eluting with a soluti... The solvent is O (water), CS(=O)C (dimethylsulfoxide). Product: ClC=1C=CC(=C(OC(C#N)CC)C1)NC1=NC2=C(N1C)C(=CC=C2)N(CCC)CCC ((5-Chloro-2-[[7-(dipropylamino)-1-methyl-1H-benzimidazol-2-yl]amino]phenoxy)butanenitrile). Starting materials: BrCCCOC1=C(C=CC(=C1)Cl)NC1=NC2=C(N1C)C(=CC=C2)N(CCC)CCC (N2-[2-(3-bromopropoxy)-4-chlorophenyl]-1-methyl-N7,N7-dipropyl-1H-benzimidazole-2,7-diamine), [C-]#N.[K+] (potassium cyanide). As a reaction SMILES: Br[CH2:2][CH2:3][CH2:4][O:5][C:6]1[CH:11]=[C:10]([Cl:12])[CH:9]=[CH:8][C:7]=1[NH:13][C:14]1[N:18]([CH3:19])[C:17]2[C:20]([N:24]([CH2:28][CH2:29][CH3:30])[CH2:25][CH2:26][CH3:27])=[CH:21][CH:22]=[CH:23][C:16]=2[N:15]=1.[C-:31]#[N:32].[K+]>CS(C)=O.O>[Cl:12][C:10]1[CH:9]=[CH:8][C:7]([NH:13][C:14]2[N:18]([CH3:19])[C:17]3[C:20]([N:24]([CH2:28][CH2:29][CH3:30])[CH2:25][CH2:26][CH3:27])=[CH:21][CH:22]=[CH:23][C:16]=3[N:15]=2)=[C:6]([CH:11]=1)[O:5][CH:4]([CH2:3][CH3:2])[C:31]#[N:32] |f:1.2|. The yield is 106.5%.